From a dataset of the Open Reaction Database (ORD), a public repository of structured organic reaction records. describe an organic reaction: reactants, conditions, products, and yield Reaction SMILES: [CH3:1][C:2]1[CH:7]=[CH:6][C:5]([OH:8])=[C:4]([SH:9])[CH:3]=1.Br[CH:11]([CH2:17]Br)[C:12]([O:14]CC)=[O:13].C(=O)([O-])[O-].[K+].[K+]>CC(C)=O>[CH3:1][C:2]1[CH:7]=[CH:6][C:5]2[O:8][CH:11]([C:12]([OH:14])=[O:13])[CH2:17][S:9][C:4]=2[CH:3]=1 |f:2.3.4|. Reported procedure: A solution of 20.0 g of 4-methyl-2-mercaptophenol in 75 ml of acetone was added slowly to a stirred mixture of 40.2 g of ethyl 2,3-dibromopropionate and 10.2 g of potassium carbonate in 400 ml of acetone, at room temperature. The mixture was stirred at room temperature for 10 minutes, then refluxed for 16 hours. The mixture was filtered and the solid was washed with acetone. The acetone filtrate was stripped of solvent; the residue was dissolved in methylene chloride, the solution was washed wit... The solvent is CC(=O)C (acetone), CC(=O)C (acetone). Starting materials: CC1=CC(=C(C=C1)O)S (4-methyl-2-mercaptophenol), BrC(C(=O)OCC)CBr (ethyl 2,3-dibromopropionate), C([O-])([O-])=O.[K+].[K+] (potassium carbonate). Yields the product ethyl ester, CC=1C=CC2=C(SCC(O2)C(=O)O)C1 (2,3-dihydro-6-methyl-1,4-benzoxathiin-2-carboxylic acid). Reaction conditions: time 10 minute. The reactants are C(C(O)CC(=O)O)(=O)O (malic acid), C(C)(C)N1CCC(CC1)=O (1-isopropyl-piperidin-4-one), C(C1=CC=CC=C1)N (benzylamine), [N+](=O)([O-])C=CC1=CC=CC=C1 ((2-nitro-vinyl)-benzene). Run in CCOC(=O)C (EtOAc). Yields the product C(C1=CC=CC=C1)N1C=C(C=2CN(CCC21)C(C)C)C2=CC=CC=C2 (1-Benzyl-5-isopropyl-3-phenyl-4,5,6,7-tetrahydro-1H-pyrrolo[3,2-c]pyridine), maleate salt. Reaction SMILES: [CH:1]([N:4]1[CH2:9][CH2:8][C:7](=O)[CH2:6][CH2:5]1)([CH3:3])[CH3:2].[CH2:11]([NH2:18])[C:12]1[CH:17]=[CH:16][CH:15]=[CH:14][CH:13]=1.[N+]([CH:22]=[CH:23][C:24]1[CH:29]=[CH:28][CH:27]=[CH:26][CH:25]=1)([O-])=O.C(O)(=O)C(CC(O)=O)O>CCOC(C)=O>[CH2:11]([N:18]1[C:7]2[CH2:8][CH2:9][N:4]([CH:1]([CH3:3])[CH3:2])[CH2:5][C:6]=2[C:23]([C:24]2[CH:29]=[CH:28][CH:27]=[CH:26][CH:25]=2)=[CH:22]1)[C:12]1[CH:17]=[CH:16][CH:15]=[CH:14][CH:13]=1. Procedure: The title compound (111.0 mg) was prepared from 372 μL of 1-isopropyl-piperidin-4-one, 270 μL of benzylamine, and 0.38 g of (2-nitro-vinyl)-benzene as in Example 41. The product was diluted with EtOAc and malic acid (39.0 mg) was added. The solids that formed were collected by filtration to give the title compound as a maleate salt. MS (ESI): exact mass calculated for C23H26N2, 330.21. found, m/z 331.2 [M+H]+. 1H NMR (500 MHz, CD3OD): 7.38-7.33 (m, 6H), 7.30-7.27 (m, 1H), 7.23-7.19 (m, 3H), 7.14... Starting materials: O=C([O-])[O-], OB(O)c1ccccc1-c1ccc(Cl)cc1, OCc1ccccc1I, [Na+], [Na+], C1COCCO1. As a reaction SMILES: [C:26](=[O:27])([O-:28])[O-:29].[Cl:10][c:11]1[cH:12][cH:13][c:14](-[c:17]2[cH:18][cH:19][cH:20][cH:21][c:22]2[B:23]([OH:24])[OH:25])[cH:15][cH:16]1.[I:1][c:2]1[c:3]([CH2:4][OH:5])[cH:6][cH:7][cH:8][cH:9]1.[Na+:30].[Na+:31].[O:32]1[CH2:33][CH2:34][O:35][CH2:36][CH2:37]1>>[c:2]1(-[c:14]2[cH:13][cH:12][c:11]([Cl:10])[cH:16][cH:15]2)[c:3]([CH2:4][OH:5])[cH:6][cH:7][cH:8][cH:9]1. Product: OCc1ccccc1-c1ccc(Cl)cc1. The reactants are C(C)OC1=C(C(=O)O)C=CC(=C1)CC(=O)NC(CCC)C1=C(C=CC=C1)N1CCCCC1 (2-ethoxy-4-[N-{1-(2-piperidino-phenyl)-1-butyl}-aminocarbonylmethyl]-benzoic acid), N,N′-carbonyldiimidazole, C(C1=CC=CC=C1)O (benzyl alcohol). Solvent: O1CCCC1 (tetrahydrofuran). Product: C(C)OC1=C(C(=O)OCC2=CC=CC=C2)C=CC(=C1)CC(=O)NC(CCC)C1=C(C=CC=C1)N1CCCCC1 (Benzyl 2-ethoxy-4-[N-{1-(2-piperidino-phenyl)-1-butyl}-amino-carbonylmethyl]-benzoate). RXN SMILES: [CH2:1]([O:3][C:4]1[CH:12]=[C:11]([CH2:13][C:14]([NH:16][CH:17]([C:21]2[CH:26]=[CH:25][CH:24]=[CH:23][C:22]=2[N:27]2[CH2:32][CH2:31][CH2:30][CH2:29][CH2:28]2)[CH2:18][CH2:19][CH3:20])=[O:15])[CH:10]=[CH:9][C:5]=1[C:6]([OH:8])=[O:7])[CH3:2].[CH2:33](O)[C:34]1[CH:39]=[CH:38][CH:37]=[CH:36][CH:35]=1>O1CCCC1>[CH2:1]([O:3][C:4]1[CH:12]=[C:11]([CH2:13][C:14]([NH:16][CH:17]([C:21]2[CH:26]=[CH:25][CH:24]=[CH:23][C:22]=2[N:27]2[CH2:28][CH2:29][CH2:30][CH2:31][CH2:32]2)[CH2:18][CH2:19][CH3:20])=[O:15])[CH:10]=[CH:9][C:5]=1[C:6]([O:8][CH2:33][C:34]1[CH:39]=[CH:38][CH:37]=[CH:36][CH:35]=1)=[O:7])[CH3:2]. Procedure details: 0.35 g (0.8 mmol) of 2-ethoxy-4-[N-{1-(2-piperidino-phenyl)-1-butyl}-aminocarbonylmethyl]-benzoic acid was refluxed together with 0.15 g (0.9 mmol) of N,N′-carbonyldiimidazole in 15 ml of absolute tetrahydrofuran for 2 hours. Then, 1.03 ml (10 mmols) of benzyl alcohol were added, and the mixture was refluxed for 3.5 hours. The reaction mixture was then evaporated in vacuo, and the residue was purified by column chromatography on silica gel (chloroform/acetone=9/1). Reactants: FC(C(=O)O)(F)F.ClC=1C=CC(=NC1)NC(C1=C(C=CC=C1)NC(=O)OC1CNCC1)=O (N-(5-chloropyridin-2-yl)-2-[(pyrolidin-3-yloxycarbonyl)amino]benzamide trifluoroacetate), C1(CCCCC1)=O (cyclohexanone), C(#N)[BH3-].[Na+] (sodium cyanoborohydride). The product is ClC=1C=CC(=NC1)NC(C1=C(C=CC=C1)NC(=O)OC1CN(CC1)C1CCCCC1)=O (N-(5-Chloropyridin-2-yl)-2-[(1-cyclohexylpyrrolidin-3-yloxycarbonyl)amino]benzamide). The yield is 96.3%. RXN SMILES: FC(F)(F)C(O)=O.[Cl:8][C:9]1[CH:10]=[CH:11][C:12]([NH:15][C:16](=[O:32])[C:17]2[CH:22]=[CH:21][CH:20]=[CH:19][C:18]=2[NH:23][C:24]([O:26][CH:27]2[CH2:31][CH2:30][NH:29][CH2:28]2)=[O:25])=[N:13][CH:14]=1.[C:33]1(=O)[CH2:38][CH2:37][CH2:36][CH2:35][CH2:34]1.C([BH3-])#N.[Na+]>>[Cl:8][C:9]1[CH:10]=[CH:11][C:12]([NH:15][C:16](=[O:32])[C:17]2[CH:22]=[CH:21][CH:20]=[CH:19][C:18]=2[NH:23][C:24]([O:26][CH:27]2[CH2:31][CH2:30][N:29]([CH:33]3[CH2:38][CH2:37][CH2:36][CH2:35][CH2:34]3)[CH2:28]2)=[O:25])=[N:13][CH:14]=1 |f:0.1,3.4|. Reported procedure: Using a similar procedure to that described in Example 9-C, N-(5-chloropyridin-2-yl)-2-[(pyrolidin-3-yloxycarbonyl)amino]benzamide trifluoroacetate (100 mg, 0.211 mmol), cyclohexanone (0.11 mL, 1.05 mmol), and sodium cyanoborohydride (53 mg, 0.84 mmol) yielded 90 mg (96%) of the title compound.